describe an organic reaction: reactants, conditions, products, and yield From a dataset of the Open Reaction Database (ORD), a public repository of structured organic reaction records. Yields the product O1CCN(CC1)C1=NC(=NC(=N1)N1CCOCC1)C=1C(=CC(=NC1)N)C(F)(F)F (5-(4,6-dimorpholino-1,3,5-triazin-2-yl)-4-(trifluoromethyl)pyridin-2-amine). Starting materials: ClC1=NC(=NC(=N1)N1CCOCC1)N1CCOCC1 (4,4′-(6-chloro-1,3,5-triazine-2,4-diyl)dimorpholine), CC1(OB(OC1(C)C)C=1C(=CC(=NC1)N)C(F)(F)F)C (5-(4,4,5,5-tetramethyl-1,3,2-dioxaborolan-2-yl)-4-(trifluoromethyl)pyridin-2-amine). As a reaction SMILES: Cl[C:2]1[N:7]=[C:6]([N:8]2[CH2:13][CH2:12][O:11][CH2:10][CH2:9]2)[N:5]=[C:4]([N:14]2[CH2:19][CH2:18][O:17][CH2:16][CH2:15]2)[N:3]=1.CC1(C)C(C)(C)OB([C:28]2[C:29]([C:35]([F:38])([F:37])[F:36])=[CH:30][C:31]([NH2:34])=[N:32][CH:33]=2)O1>ClCCl.CO>[O:17]1[CH2:18][CH2:19][N:14]([C:4]2[N:5]=[C:6]([N:8]3[CH2:13][CH2:12][O:11][CH2:10][CH2:9]3)[N:7]=[C:2]([C:28]3[C:29]([C:35]([F:38])([F:37])[F:36])=[CH:30][C:31]([NH2:34])=[N:32][CH:33]=3)[N:3]=2)[CH2:15][CH2:16]1 |f:2.3|. Run in ClCCl.CO (dichlormethane methanol). Reported procedure: Following the general procedure A, 4,4′-(6-chloro-1,3,5-triazine-2,4-diyl)dimorpholine was coupled with 5-(4,4,5,5-tetramethyl-1,3,2-dioxaborolan-2-yl)-4-(trifluoromethyl)pyridin-2-amine with reaction time of 15 h. Chromatography (dichlormethane/methanol 97:3) gave the title compound as an colorless oil.